From a dataset of the Open Reaction Database (ORD), a public repository of structured organic reaction records. describe an organic reaction: reactants, conditions, products, and yield Starting materials: CC([O-])C.[Al+3].CC([O-])C.CC([O-])C (aluminum isopropoxide), CCCC[O-].CCCC[O-].CCCC[O-].CCCC[O-].[Zr+4] (tetrabutyl zirconate), solution, CC1=C(C=CC(=C1)C)O (2,4-dimethylphenol). The solvent is C=1(C(=CC=CC1)C)C (xylene). Product: CC1=C([O-])C=CC(=C1)C.[Zr+4].CC1=C([O-])C=CC(=C1)C.CC1=C([O-])C=CC(=C1)C.CC1=C([O-])C=CC(=C1)C (zirconium 2,4-dimethylphenoxide). Reaction SMILES: [CH3:1][CH:2]([CH3:4])[O-:3].[Al+3].[CH3:6]C(C)[O-].[CH3:10]C(C)[O-].[CH3:14]CCC[O-].[CH3:19]CCC[O-].CCCC[O-].CCCC[O-].[Zr+4:34].[CH3:35][C:36]1[CH:41]=C(C)C=C[C:37]=1O>C1(C)C(C)=CC=CC=1>[CH3:6][C:1]1[CH:37]=[C:36]([CH3:41])[CH:35]=[CH:4][C:2]=1[O-:3].[Zr+4:34].[CH3:10][C:1]1[CH:37]=[C:36]([CH3:41])[CH:35]=[CH:4][C:2]=1[O-:3].[CH3:14][C:1]1[CH:37]=[C:36]([CH3:41])[CH:35]=[CH:4][C:2]=1[O-:3].[CH3:19][C:1]1[CH:37]=[C:36]([CH3:41])[CH:35]=[CH:4][C:2]=1[O-:3] |f:0.1.2.3,4.5.6.7.8,11.12.13.14.15|. Procedure details: instead of aluminum isopropoxide, 0.8 g of tetrabutyl zirconate (as a 30% solution in xylene) is added to the 2,4-dimethylphenol. Butyl alcohol and xylene are removed with heat and vacuum to yield zirconium 2,4-dimethylphenoxide, which upon addition of toluene and divinylbenzene and reaction in accordance with part A of Example I, functions as an alkylation catalyst, yielding a similar yield of the same styryl monomer. Reactants: OCC1=CC=C2CCC(NC2=C1)=O (7-(hydroxymethyl)-3,4-dihydroquinolin-2(1H)-one), ClC1=C(C=CC=C1Cl)N1CCN(CC1)CCC(=O)O (3-(4-(2,3-Dichlorophenyl)piperazin-1-yl)propanoic acid), compound 38a. Product: ClC1=C(C=CC=C1Cl)N1CCN(CC1)CCC(=O)OCC1=CC=C2CCC(NC2=C1)=O ((2-Oxo-1,2,3,4-tetrahydroquinolin-7-yl)methyl 3-(4-(2,3-dichlorophenyl)piperazin-1-yl)propanoate). Reaction SMILES: [OH:1][CH2:2][C:3]1[CH:12]=[C:11]2[C:6]([CH2:7][CH2:8][C:9](=[O:13])[NH:10]2)=[CH:5][CH:4]=1.[Cl:14][C:15]1[C:20]([Cl:21])=[CH:19][CH:18]=[CH:17][C:16]=1[N:22]1[CH2:27][CH2:26][N:25]([CH2:28][CH2:29][C:30](O)=[O:31])[CH2:24][CH2:23]1>>[Cl:14][C:15]1[C:20]([Cl:21])=[CH:19][CH:18]=[CH:17][C:16]=1[N:22]1[CH2:23][CH2:24][N:25]([CH2:28][CH2:29][C:30]([O:1][CH2:2][C:3]2[CH:12]=[C:11]3[C:6]([CH2:7][CH2:8][C:9](=[O:13])[NH:10]3)=[CH:5][CH:4]=2)=[O:31])[CH2:26][CH2:27]1. Reported procedure: (2-Oxo-1,2,3,4-tetrahydroquinolin-7-yl)methyl 3-(4-(2,3-dichlorophenyl)piperazin-1-yl)propanoate (38b) (Scheme 7) was prepared from the carbinol 37 and the carboxylic acid 18b according to the protocol described for the compound 38a (Example 55). Colorless oil, 0.39 g (99%). 1H NMR (400 MHz, CDCl3): δ 2.55-2.60 (m, 4H); 2.62 (broad s, 4H); 2.78 (t, J=7.6 Hz, 2H); 2.93 (t, J=7.6 Hz, 2H); 3.00 (broad s, 4H); 5.05 (s, 2H); 6.83 (s, 1H); 6.90-6.93 (m, 1H); 6.98 (dd, J=1.2, 7.6 Hz, 1H); 7.09-7.13 (m,... The reactants are C(CC)NCCC (N,N-di-n-propylamine), BrCC1=CC=C(C(=O)OC)C=C1 (methyl 4-(bromomethyl)benzoate), C([O-])([O-])=O.[K+].[K+] (potassium carbonate). The solvent is C(C)#N (acetonitrile). The product is C(CC)N(CCC)C=C1CC=C(C(=O)OC)C=C1 (methyl 4-(N,N-di-n-propylaminomethylene)benzoate). RXN SMILES: [CH2:1]([NH:4][CH2:5][CH2:6][CH3:7])[CH2:2][CH3:3].Br[CH2:9][C:10]1[CH:19]=[CH:18][C:13]([C:14]([O:16][CH3:17])=[O:15])=[CH:12][CH:11]=1.C(=O)([O-])[O-].[K+].[K+]>C(#N)C>[CH2:1]([N:4]([CH:9]=[C:10]1[CH:11]=[CH:12][C:13]([C:14]([O:16][CH3:17])=[O:15])=[CH:18][CH2:19]1)[CH2:5][CH2:6][CH3:7])[CH2:2][CH3:3] |f:2.3.4|. Reported procedure: 1.37 cm3 of N,N-di-n-propylamine are added to a suspension of 2.29 g of methyl 4-(bromomethyl)benzoate and 1.52 g of potassium carbonate in 40 cm3 of acetonitrile, at a temperature close to 20° C. The reaction mixture is heated under reflux for about 16 hours, and then after cooling to a temperature close to 20° C., it is filtered on sintered glass. The sintered glass is rinsed with 3 times 30 cm3 of ethyl acetate. The filtrate is concentrated to dryness under reduced pressure at a temperature c... Starting materials: O=C[C@H](O)[C@@H](O)[C@H](O)[C@H](O)CO (glucose), ferrous sulfate, S(=O)(=O)([O-])[O-].[Mg+2] (magnesium sulfate), L-amino acid, OC(=O)CCCC[C@@H]1SC[C@@H]2NC(=O)N[C@H]12 (biotin), S(=O)(=O)([O-])[O-].[NH4+].[NH4+] (ammonium sulfate), [K] (potassium), CC1=C(SC=[N+]1CC=2C=NC(=NC2N)C)CCO.Cl.[Cl-] (thiamine hydrochloride). Product: N[C@@H](CCC(N)=O)C(=O)O (L-glutamine). As a reaction SMILES: O=C[C@@H:3]([C@H:5]([C@@H:7]([C@@H:9]([CH2:11][OH:12])O)O)O)[OH:4].S([O-])([O-])(=O)=[O:14].[NH4+:18].[NH4+:19].[K].S([O-])([O-])(=O)=O.[Mg+2].CC1[N+](CC2C=NC(C)=NC=2N)=CSC=1CCO.Cl.[Cl-].OC(CCCC[C@H]1[C@@H]2[C@@H](NC(N2)=O)CS1)=O>>[NH2:18][C@H:5]([C:3]([OH:4])=[O:14])[CH2:7][CH2:9][C:11](=[O:12])[NH2:19] |f:1.2.3,5.6,7.8.9,^1:19|. Procedure details: An aqueous solution medium having a composition of 10% of glucose, 1% of ammonium sulfate, 0.25% of potassium primary phosphate (KH2P04), 0.04% of magnesium sulfate, 0.001% of ferrous sulfate, 350 μg/l of thiamine hydrochloride, 5 μg/l of biotin and 0.5 ml/dl of Aji-Eki® which is a soybean protein hydrolysate which accelerates the growth of L-amino acid-producing microorganisms and shortens the required culture time, at pH 7.0, was charged in an amount of 300 ml into separate small sized glass j... Starting materials: NC=1C=C(C=CC1)SC1=NC(=NC=C1)NC1=CC=C(C=C1)N1CCOCC1 (4-(3-aminophenylthio)-N-(4-morpholinophenyl)pyrimidin-2-amine), C(#N)CC(=O)O (cyanoacetic acid). Yields the product O1CCN(CC1)C1=CC=C(C=C1)NC1=NC=CC(=N1)SC=1C=C(C=CC1)NC(CC#N)=O (N-(3-(2-(4-morpholinophenylamino)pyrimidin-4-ylthio)phenyl)-2-cyanoacetamide). Isolated yield 65.5%. Reaction SMILES: [NH2:1][C:2]1[CH:3]=[C:4]([S:8][C:9]2[CH:14]=[CH:13][N:12]=[C:11]([NH:15][C:16]3[CH:21]=[CH:20][C:19]([N:22]4[CH2:27][CH2:26][O:25][CH2:24][CH2:23]4)=[CH:18][CH:17]=3)[N:10]=2)[CH:5]=[CH:6][CH:7]=1.[C:28]([CH2:30][C:31](O)=[O:32])#[N:29]>>[O:25]1[CH2:24][CH2:23][N:22]([C:19]2[CH:18]=[CH:17][C:16]([NH:15][C:11]3[N:10]=[C:9]([S:8][C:4]4[CH:3]=[C:2]([NH:1][C:31](=[O:32])[CH2:30][C:28]#[N:29])[CH:7]=[CH:6][CH:5]=4)[CH:14]=[CH:13][N:12]=3)=[CH:21][CH:20]=2)[CH2:27][CH2:26]1. Procedure details: In a procedure analogous to Example 15, reaction of 4-(3-aminophenylthio)-N-(4-morpholinophenyl)pyrimidin-2-amine (50 mg, 0.13 mmol) and cyanoacetic acid (23 mg, 0.26 mmol) furnished the product (38 mg, 64%).